Dataset: the Open Reaction Database (ORD), a public repository of structured organic reaction records. Task: describe an organic reaction: reactants, conditions, products, and yield Reactants: CC(C)(C)OC(=O)N1CCC(n2ncc3c(Cl)ncnc32)CC1, O=C([O-])[O-], Oc1ccc(OC(F)(F)F)cc1, [K+], [K+]. Product: CC(C)(C)OC(=O)N1CCC(n2ncc3c(Oc4ccc(OC(F)(F)F)cc4)ncnc32)CC1. Reaction SMILES: [C:1]([CH3:2])([CH3:3])([CH3:4])[O:5][C:6](=[O:7])[N:8]1[CH2:9][CH2:10][CH:11]([n:14]2[n:15][cH:16][c:17]3[c:18]2[n:19][cH:20][n:21][c:22]3[Cl:23])[CH2:12][CH2:13]1.[C:36](=[O:37])([O-:38])[O-:39].[F:24][C:25]([O:26][c:27]1[cH:28][cH:29][c:30]([OH:33])[cH:31][cH:32]1)([F:34])[F:35].[K+:40].[K+:41]>>[C:1]([CH3:2])([CH3:3])([CH3:4])[O:5][C:6](=[O:7])[N:8]1[CH2:9][CH2:10][CH:11]([n:14]2[n:15][cH:16][c:17]3[c:18]2[n:19][cH:20][n:21][c:22]3[O:33][c:30]2[cH:29][cH:28][c:27]([O:26][C:25]([F:24])([F:34])[F:35])[cH:32][cH:31]2)[CH2:12][CH2:13]1. The reactants are COC(C1=C(C=CC(=C1)OC)Br)=O (2-Bromo-5-methoxy-benzoic acid methyl ester), C(C=C)[Sn](CCCC)(CCCC)CCCC (allyltri-n-butyl tin). The reagents and catalysts are C=1C=CC(=CC1)[P](C=2C=CC=CC2)(C=3C=CC=CC3)[Pd]([P](C=4C=CC=CC4)(C=5C=CC=CC5)C=6C=CC=CC6)([P](C=7C=CC=CC7)(C=8C=CC=CC8)C=9C=CC=CC9)[P](C=1C=CC=CC1)(C=1C=CC=CC1)C=1C=CC=CC1 (tetrakis(triphenylphosphine)palladium). Run in C1=CC=CC=C1 (benzene). Run at temperature 100 celsius, time 3 hour. The product is COC(C1=C(C=CC(=C1)OC)CC=C)=O (2-Allyl-5-methoxy-benzoic Acid Methyl Ester). Yield: 72.4%. As a reaction SMILES: [CH3:1][O:2][C:3](=[O:13])[C:4]1[CH:9]=[C:8]([O:10][CH3:11])[CH:7]=[CH:6][C:5]=1Br.[CH2:14]([Sn](CCCC)(CCCC)CCCC)[CH:15]=[CH2:16]>C1C=CC=CC=1.C1C=CC([P]([Pd]([P](C2C=CC=CC=2)(C2C=CC=CC=2)C2C=CC=CC=2)([P](C2C=CC=CC=2)(C2C=CC=CC=2)C2C=CC=CC=2)[P](C2C=CC=CC=2)(C2C=CC=CC=2)C2C=CC=CC=2)(C2C=CC=CC=2)C2C=CC=CC=2)=CC=1>[CH3:1][O:2][C:3](=[O:13])[C:4]1[CH:9]=[C:8]([O:10][CH3:11])[CH:7]=[CH:6][C:5]=1[CH2:16][CH:15]=[CH2:14] |^1:39,41,60,79|. Reported procedure: To an ambient temperature solution of 2-Bromo-5-methoxy-benzoic acid methyl ester (750 mg, 3.02 mmol) in benzene (2 mL) are added allyltri-n-butyl tin (1.16 mL, 3.73 mmol) and tetrakis(triphenylphosphine)palladium (0) (174 mg, 0.157 mmol, 5 mol %). The reaction mixture is heated in a sealed tube to 100° C. After 3 h, the reaction is concentrated under reduced pressure and the residue is chromatographed (0% to 10% EtOAc/Hex) to yield the title compound (451 mg, 73%). 1H NMR (400 MHz, CDCl3) δ 7.4... The reactants are CCCCC1c2cc(C(=O)OC)ccc2CCN1C(=O)OC(C)(C)C, CO, [Li+], C1COCCO1, [OH-], O, O. Product: CCCCC1c2cc(C(=O)O)ccc2CCN1C(=O)OC(C)(C)C. As a reaction SMILES: [CH2:1]([CH2:2][CH2:3][CH3:4])[CH:5]1[N:6]([C:19](=[O:20])[O:21][C:22]([CH3:23])([CH3:24])[CH3:25])[CH2:7][CH2:8][c:9]2[cH:10][cH:11][c:12]([C:15](=[O:16])[O:17][CH3:18])[cH:13][c:14]21.[CH3:30][OH:31].[Li+:28].[O:32]1[CH2:33][CH2:34][O:35][CH2:36][CH2:37]1.[OH-:27].[OH2:26].[OH2:29]>>[CH2:1]([CH2:2][CH2:3][CH3:4])[CH:5]1[N:6]([C:19](=[O:20])[O:21][C:22]([CH3:23])([CH3:24])[CH3:25])[CH2:7][CH2:8][c:9]2[cH:10][cH:11][c:12]([C:15](=[O:16])[OH:17])[cH:13][c:14]21. Starting materials: C(C)OC1=C(C(=O)N2CC2)C=CC=C1 (1-(2- ethoxybenzoyl)aziridine), ClC1=CC=C(C=C1)C1(CCNCC1)O (4-(4-chlorophenyl)-4-piperidinol), C1=CC=CC=C1 (benzene), CO (methanol). Run in O(CC)CC (1,1'-oxybisethane). Procedure: A mixture of 0.96 parts of 1-(2- ethoxybenzoyl)aziridine, 1.06 parts of 4-(4-chlorophenyl)-4-piperidinol, 5.4 parts of benzene and 0.8 parts of methanol is stirred and refluxed for 2 hours. The reaction mixture is cooled. Upon the addition of 1,1'-oxybisethane, the product is precipitated. It is filtered off, crystallized from 2-propanol, filtered off again and dried overnight in vacuo at 80° C, yielding 1.4 parts of N-{2-[4-(4-chlorophenyl)-4-hydroxy-1-piperidinyl]ethyl}-2-ethoxybenzamide; mp. ... Yields the product ClC1=CC=C(C=C1)C1(CCN(CC1)CCNC(C1=C(C=CC=C1)OCC)=O)O (N-{2-[4-(4-chlorophenyl)-4-hydroxy-1-piperidinyl]ethyl}-2-ethoxybenzamide). As a reaction SMILES: [CH2:1]([O:3][C:4]1[CH:14]=[CH:13][CH:12]=[CH:11][C:5]=1[C:6]([N:8]1[CH2:10][CH2:9]1)=[O:7])[CH3:2].[Cl:15][C:16]1[CH:21]=[CH:20][C:19]([C:22]2([OH:28])[CH2:27][CH2:26][NH:25][CH2:24][CH2:23]2)=[CH:18][CH:17]=1.C1C=CC=CC=1.CO>O(CC)CC>[Cl:15][C:16]1[CH:21]=[CH:20][C:19]([C:22]2([OH:28])[CH2:23][CH2:24][N:25]([CH2:9][CH2:10][NH:8][C:6](=[O:7])[C:5]3[CH:11]=[CH:12][CH:13]=[CH:14][C:4]=3[O:3][CH2:1][CH3:2])[CH2:26][CH2:27]2)=[CH:18][CH:17]=1. Reactants: solution, [OH-].[K+] (potassium hydroxide), C1(CCCC1)NC1=NC=2C3=C(CCC2C=N1)C(=NN3C)C(=O)OCC (Ethyl 8-(cyclopentylamino)-1-methyl-4,5-dihydro-1H-pyrazolo[4,3-h]quinazoline-3-carboxylate). The solvent is C(C)O (ethanol), C(C)O (ethanol). The product is C1(CCCC1)NC1=NC=2C3=C(CCC2C=N1)C(=NN3C)C(=O)[O-].[K+] (Potassium 8-(cyclopentylamino)-1-methyl-4,5-dihydro-1H-pyrazolo[4,3-h]quinazoline-3-carboxylate). Yield: 82.0%. Reaction SMILES: [CH:1]1([NH:6][C:7]2[N:16]=[CH:15][C:14]3[CH2:13][CH2:12][C:11]4[C:17]([C:21]([O:23]CC)=[O:22])=[N:18][N:19]([CH3:20])[C:10]=4[C:9]=3[N:8]=2)[CH2:5][CH2:4][CH2:3][CH2:2]1.[OH-].[K+:27]>C(O)C>[CH:1]1([NH:6][C:7]2[N:16]=[CH:15][C:14]3[CH2:13][CH2:12][C:11]4[C:17]([C:21]([O-:23])=[O:22])=[N:18][N:19]([CH3:20])[C:10]=4[C:9]=3[N:8]=2)[CH2:2][CH2:3][CH2:4][CH2:5]1.[K+:27] |f:1.2,4.5|. Reported procedure: Ethyl 8-(cyclopentylamino)-1-methyl-4,5-dihydro-1H-pyrazolo[4,3-h]quinazoline-3-carboxylate (230 mg, 0.67 mmol) was suspended in anhydrous ethanol (5 mL) and treated with a 1.5 M solution of potassium hydroxide in ethanol (1.33 mL, 3 eq.) at reflux temperature for 1.5 hours. After cooling in ice bath, the resulting precipitate was collected by filtration to give the title compound (193 mg, 82% yield) as a crystalline solid. The reactants are CCO, CCOC(C)=O, Cl, CCCn1c(=O)c2c(nc(-c3cnn(CC#Cc4cccc(CO)c4)c3)n2COCC[Si](C)(C)C)n(CCC)c1=O. Product: CCCn1c(=O)c2[nH]c(-c3cnn(CC#Cc4cccc(CO)c4)c3)nc2n(CCC)c1=O. As a reaction SMILES: [CH3:42][CH2:43][OH:44].[CH3:46][CH2:47][O:48][C:49](=[O:50])[CH3:51].[ClH:45].[OH:1][CH2:2][c:3]1[cH:4][c:5]([C:9]#[C:10][CH2:11][n:12]2[n:13][cH:14][c:15](-[c:17]3[n:18][c:19]4[n:20]([CH2:39][CH2:40][CH3:41])[c:21](=[O:38])[n:22]([CH2:35][CH2:36][CH3:37])[c:23](=[O:34])[c:24]4[n:25]3[CH2:26][O:27][CH2:28][CH2:29][Si:30]([CH3:31])([CH3:32])[CH3:33])[cH:16]2)[cH:6][cH:7][cH:8]1>>[OH:1][CH2:2][c:3]1[cH:4][c:5]([C:9]#[C:10][CH2:11][n:12]2[n:13][cH:14][c:15](-[c:17]3[n:18][c:19]4[n:20]([CH2:39][CH2:40][CH3:41])[c:21](=[O:38])[n:22]([CH2:35][CH2:36][CH3:37])[c:23](=[O:34])[c:24]4[nH:25]3)[cH:16]2)[cH:6][cH:7][cH:8]1. Reactants: CC1=C(C(=CC=C1)C)C=1C=C(CO)C=CC1 (3-(2,6-dimethylphenyl)benzyl alcohol), S(=O)(Cl)Cl (thionyl chloride), O.C([O-])(O)=O.[Na+] (sodium bicarbonate water). The solvent is CO (methanol). Product: CC1=C(C(=CC=C1)C)C=1C=C(CCl)C=CC1 (3-(2,6-dimethylphenyl)Benzyl Chloride). As a reaction SMILES: [CH3:1][C:2]1[CH:7]=[CH:6][CH:5]=[C:4]([CH3:8])[C:3]=1[C:9]1[CH:10]=[C:11]([CH:14]=[CH:15][CH:16]=1)[CH2:12]O.S(Cl)([Cl:19])=O.O.C(=O)(O)[O-].[Na+]>CO>[CH3:1][C:2]1[CH:7]=[CH:6][CH:5]=[C:4]([CH3:8])[C:3]=1[C:9]1[CH:10]=[C:11]([CH:14]=[CH:15][CH:16]=1)[CH2:12][Cl:19] |f:2.3.4|. Procedure details: To 3-(2,6-dimethylphenyl)benzyl alcohol (51.9 g) synthesized according to a method described in [WO 2004/041266 pamphlet, (Reference Example 200)], thionyl chloride (130 mL) was gradually added and the resultant reaction mixture was heated under reflux for 3 hours. The reaction mixture was gradually dropped into ice-cooled methanol (inside temperature: 15° C. or less) and the resultant reaction mixture was adjusted to around pH 8 with saturated sodium bicarbonate water, followed by extracting th... Starting materials: C([O-])(O)=O.[Na+] (sodium bicarbonate), OCC(CNC(OC(C)(C)C)=O)C1=C(C=CC=C1)C(F)(F)F (tert-Butyl {3-hydroxy-2-[2-(trifluoromethyl)phenyl]propyl}carbamate), O (water), ClS(=O)(=O)N=C=O (chlorosulphonyl isocyanate). Solvent: C(C)#N (acetonitrile). Run at time 5 minute. Yields the product Cl.NCC(CNC(O)=O)C1=C(C=CC=C1)C(F)(F)F (3-Amino-2-[2-(trifluoromethyl)phenyl]propylcarbamate hydrochloride). RXN SMILES: O[CH2:2][CH:3]([C:13]1[CH:18]=[CH:17][CH:16]=[CH:15][C:14]=1[C:19]([F:22])([F:21])[F:20])[CH2:4][NH:5][C:6](=[O:12])[O:7]C(C)(C)C.[Cl:23]S([N:27]=C=O)(=O)=O.O.C(=O)(O)[O-].[Na+]>C(#N)C>[ClH:23].[NH2:27][CH2:2][CH:3]([C:13]1[CH:18]=[CH:17][CH:16]=[CH:15][C:14]=1[C:19]([F:22])([F:21])[F:20])[CH2:4][NH:5][C:6](=[O:12])[OH:7] |f:3.4,6.7|. Procedure details: A solution of 387 mg (1.21 mmol) of the compound of Example 12A in 19.3 ml of acetonitrile was cooled to −15° C., and 148 μl (1.70 mmol) of chlorosulphonyl isocyanate were added. After 5 min, 10 ml of water were added and stirring of the reaction mixture was continued at 60° C. overnight. After cooling to RT, 10 ml of a saturated aqueous sodium bicarbonate solution were added. The mixture was extracted four times with ethyl acetate. The combined organic phases were dried over sodium sulphate and... The reactants are O=C([O-])O, CCn1cc(C(=O)O)c(=O)c2cc(F)c(N3CCN(CC(C)=O)CC3)cc21, CO, ClCCl, Cl, NO, [Na+], O. The product is CCn1cc(C(=O)O)c(=O)c2cc(F)c(N3CCN(CC(C)=NO)CC3)cc21. As a reaction SMILES: [C:31](=[O:32])([OH:33])[O-:34].[CH2:1]([CH3:2])[n:3]1[cH:4][c:5]([C:25](=[O:26])[OH:27])[c:6](=[O:24])[c:7]2[cH:8][c:9]([F:23])[c:10]([N:13]3[CH2:14][CH2:15][N:16]([CH2:19][C:20]([CH3:21])=[O:22])[CH2:17][CH2:18]3)[cH:11][c:12]12.[CH3:39][OH:40].[Cl:36][CH2:37][Cl:38].[ClH:28].[NH2:29][OH:30].[Na+:35].[OH2:41]>>[CH2:1]([CH3:2])[n:3]1[cH:4][c:5]([C:25](=[O:26])[OH:27])[c:6](=[O:24])[c:7]2[cH:8][c:9]([F:23])[c:10]([N:13]3[CH2:14][CH2:15][N:16]([CH2:19][C:20]([CH3:21])=[N:29][OH:30])[CH2:17][CH2:18]3)[cH:11][c:12]12.